This data is from the Open Reaction Database (ORD), a public repository of structured organic reaction records. The task is: describe an organic reaction: reactants, conditions, products, and yield Reported procedure: This compound is prepared in a manner analogous to that of Step A of Example 4, using 1.6 grams (0.008 mole) of 2-amino-3-cyano-5-bromopyrazine, 2.5 grams (0.012 mole) of 2,3-dihydro-3-hydroxy-2,2-dimethylbenzofuran-7-ylboronic acid, 4.3 grams (0.031 mole) of potassium carbonate and 0.3 gram of tetrakis(triphenylphosphine)palladium(0) in 150 mL of toluene, yielding 2-amino-3-cyano-5-(2,3-dihydro-3-hydroxy-2,2-dimethylbenzofuran-7-yl)pyrazine. Solvent: C1(=CC=CC=C1)C (toluene). Starting materials: NC1=NC=C(N=C1C#N)Br (2-amino-3-cyano-5-bromopyrazine), OC1C(OC2=C1C=CC=C2B(O)O)(C)C (2,3-dihydro-3-hydroxy-2,2-dimethylbenzofuran-7-ylboronic acid), C([O-])([O-])=O.[K+].[K+] (potassium carbonate). Reagents/catalysts: C=1C=CC(=CC1)[P](C=2C=CC=CC2)(C=3C=CC=CC3)[Pd]([P](C=4C=CC=CC4)(C=5C=CC=CC5)C=6C=CC=CC6)([P](C=7C=CC=CC7)(C=8C=CC=CC8)C=9C=CC=CC9)[P](C=1C=CC=CC1)(C=1C=CC=CC1)C=1C=CC=CC1 (tetrakis(triphenylphosphine)palladium(0)). Reaction SMILES: [NH2:1][C:2]1[C:7]([C:8]#[N:9])=[N:6][C:5](Br)=[CH:4][N:3]=1.[OH:11][CH:12]1[C:16]2[CH:17]=[CH:18][CH:19]=[C:20](B(O)O)[C:15]=2[O:14][C:13]1([CH3:25])[CH3:24].C(=O)([O-])[O-].[K+].[K+]>C1(C)C=CC=CC=1.C1C=CC([P]([Pd]([P](C2C=CC=CC=2)(C2C=CC=CC=2)C2C=CC=CC=2)([P](C2C=CC=CC=2)(C2C=CC=CC=2)C2C=CC=CC=2)[P](C2C=CC=CC=2)(C2C=CC=CC=2)C2C=CC=CC=2)(C2C=CC=CC=2)C2C=CC=CC=2)=CC=1>[NH2:1][C:2]1[C:7]([C:8]#[N:9])=[N:6][C:5]([C:20]2[C:15]3[O:14][C:13]([CH3:24])([CH3:25])[CH:12]([OH:11])[C:16]=3[CH:17]=[CH:18][CH:19]=2)=[CH:4][N:3]=1 |f:2.3.4,^1:42,44,63,82|. The product is NC1=NC=C(N=C1C#N)C1=CC=CC=2C(C(OC21)(C)C)O (2-amino-3-cyano-5-(2,3-dihydro-3-hydroxy-2,2-dimethylbenzofuran-7-yl)pyrazine). The reactants are ClC1=CC=2C(N(CC(OC2N=C1C)CCCl)C)=S (7-chloro-2-(2-chloroethyl)-2,3-dihydro-4,8-dimethylpyrido[3,2-f]-1,4-oxazepine-5(4H)-thione), C([O-])([O-])=O.[Na+].[Na+] (sodium carbonate), N1CCC1 (azetidine), CS(=O)C (dimethylsulfoxide), N1CCC1 (azetidine). Solvent: O (water). Conditions: time 2 day. Product: O.C(C(=O)O)(=O)O.N1(CCC1)CCC1OC2=C(C(N(C1)C)=S)C=C(C(=N2)C)Cl (2-[2-(1-Azetidinyl)ethyl]-7-chloro-2,3-dihydro-4,8-dimethylpyrido[3,2-f]-1,4-oxazepine-5(4H)-thione oxalate hydrate). RXN SMILES: [Cl:1][C:2]1[C:12]([CH3:13])=[N:11][C:10]2[O:9][CH:8]([CH2:14][CH2:15]Cl)[CH2:7][N:6]([CH3:17])[C:5](=[S:18])[C:4]=2[CH:3]=1.[C:19](=[O:22])([O-:21])[O-].[Na+].[Na+].[NH:25]1[CH2:28][CH2:27][CH2:26]1.CS(C)=[O:31]>O>[OH2:9].[C:10]([OH:9])(=[O:31])[C:19]([OH:21])=[O:22].[N:25]1([CH2:15][CH2:14][CH:8]2[CH2:7][N:6]([CH3:17])[C:5](=[S:18])[C:4]3[CH:3]=[C:2]([Cl:1])[C:12]([CH3:13])=[N:11][C:10]=3[O:9]2)[CH2:28][CH2:27][CH2:26]1 |f:1.2.3,7.8.9|. Procedure: To a solution of 3.0 g (0.01 mole) of 7-chloro-2-(2-chloroethyl)-2,3-dihydro-4,8-dimethylpyrido[3,2-f]-1,4-oxazepine-5(4H)-thione in 20 ml of dimethylsulfoxide was added ~5 g of sodium carbonate and 1.40 g (0.0245 mole) of azetidine. The reaction mixture was stirred for 2 days at room temperature and 0.3 g (0.005 mole) of azetidine was added and stirring continued for 3 days. The reaction mixture was poured in 300 ml of water. The aqueous mixture was extracted with 2×100 ml of benzene. The combi... The yield is 8.9%. Product: C(C1=CC=CC=C1)N1[C@@H](C[C@@H](C1)NCC1=C(C=C(C=C1)F)F)C(=O)N1CCN(CC1)CCOC ([(2S,4S)-1-Benzyl-4-(2,4-difluoro-benzylamino)-pyrrolidin-2-yl]-[4-(2-methoxy-ethyl)-piperazin-1-yl]-methanone). Reactants: C(C1=CC=CC=C1)N1C(CC(C1)N(CC1=C(C=C(C=C1)F)F)C(=O)OC(C)(C)C)C(=O)O (1-benzyl-4-[tert-butoxycarbonyl-(2,4-difluoro-benzyl)-amino]-pyrrolidine-2-carboxylic acid), COCCN1CCNCC1 (1-(2-methyoxy-ethyl)-piperazine). Reported procedure: As described for Example 1f, 1-benzyl-4-[tert-butoxycarbonyl-(2,4-difluoro-benzyl)-amino]-pyrrolidine-2-carboxylic acid (60.0 mg, 0.134 mmol) was converted, using 1-(2-methyoxy-ethyl)-piperazine instead of 2-piperazin-1-yl-benzonitrile, to the title compound (5.7 mg, 8.9%) as light yellow oil. MS m/e=473.4 [M+H]+. Reaction SMILES: [CH2:1]([N:8]1[CH2:12][CH:11]([N:13](C(OC(C)(C)C)=O)[CH2:14][C:15]2[CH:20]=[CH:19][C:18]([F:21])=[CH:17][C:16]=2[F:22])[CH2:10][CH:9]1[C:30](O)=[O:31])[C:2]1[CH:7]=[CH:6][CH:5]=[CH:4][CH:3]=1.[CH3:33][O:34][CH2:35][CH2:36][N:37]1[CH2:42][CH2:41][NH:40][CH2:39][CH2:38]1>>[CH2:1]([N:8]1[CH2:12][C@@H:11]([NH:13][CH2:14][C:15]2[CH:20]=[CH:19][C:18]([F:21])=[CH:17][C:16]=2[F:22])[CH2:10][C@H:9]1[C:30]([N:40]1[CH2:41][CH2:42][N:37]([CH2:36][CH2:35][O:34][CH3:33])[CH2:38][CH2:39]1)=[O:31])[C:2]1[CH:7]=[CH:6][CH:5]=[CH:4][CH:3]=1. Reactants: COCCNCCOC, CN(C)C=O, O=C1c2c(Cl)cccc2-n2cnc(-c3noc(CCl)n3)c2C2CCN12. Product: COCCN(CCOC)Cc1nc(-c2ncn3c2C2CCN2C(=O)c2c(Cl)cccc2-3)no1. RXN SMILES: [CH3:26][O:27][CH2:28][CH2:29][NH:30][CH2:31][CH2:32][O:33][CH3:34].[CH3:35][N:36]([CH3:37])[CH:38]=[O:39].[Cl:1][c:2]1[cH:3][cH:4][cH:5][c:6]2[c:7]1[C:8](=[O:25])[N:9]1[CH:10]([c:11]3[n:12]-2[cH:13][n:14][c:15]3-[c:16]2[n:17][o:18][c:19]([CH2:21][Cl:22])[n:20]2)[CH2:23][CH2:24]1>>[Cl:1][c:2]1[cH:3][cH:4][cH:5][c:6]2[c:7]1[C:8](=[O:25])[N:9]1[CH:10]([c:11]3[n:12]-2[cH:13][n:14][c:15]3-[c:16]2[n:17][o:18][c:19]([CH2:21][N:30]([CH2:29][CH2:28][O:27][CH3:26])[CH2:31][CH2:32][O:33][CH3:34])[n:20]2)[CH2:23][CH2:24]1. Reactants: ClC1=C(C=CC=C1)C(=O)C=1C(=NC(=CC1NC[C@H](C)O)OC1=C(C=C(C=C1)F)F)F ((S)-(2-Chloro-phenyl)-[6-(2,4-difluoro-phenoxy)-2-fluoro-4-(2-hydroxy-propylamino)-pyridin-3-yl]-methanone), NN (hydrazine). The product is ClC1=C(C=CC=C1)C1=NNC2=NC(=CC(=C21)NC[C@H](C)O)OC2=C(C=C(C=C2)F)F ((S)-1-[3-(2-Chloro-phenyl)-6-(2,4-difluoro-phenoxy)-1H-pyrazolo[3,4-b]pyridin-4-ylamino]-propan-2-ol). Reaction SMILES: [Cl:1][C:2]1[CH:7]=[CH:6][CH:5]=[CH:4][C:3]=1[C:8]([C:10]1[C:11](F)=[N:12][C:13]([O:21][C:22]2[CH:27]=[CH:26][C:25]([F:28])=[CH:24][C:23]=2[F:29])=[CH:14][C:15]=1[NH:16][CH2:17][C@@H:18]([OH:20])[CH3:19])=O.[NH2:31][NH2:32]>>[Cl:1][C:2]1[CH:7]=[CH:6][CH:5]=[CH:4][C:3]=1[C:8]1[C:10]2[C:11](=[N:12][C:13]([O:21][C:22]3[CH:27]=[CH:26][C:25]([F:28])=[CH:24][C:23]=3[F:29])=[CH:14][C:15]=2[NH:16][CH2:17][C@@H:18]([OH:20])[CH3:19])[NH:32][N:31]=1. Reported procedure: Crude (S)-(2-Chloro-phenyl)-[6-(2,4-difluoro-phenoxy)-2-fluoro-4-(2-hydroxy-propylamino)-pyridin-3-yl]-methanone (837 mg, 1.92 mmol) was treated with hydrazine using the procedure of step 5 of Example 9 to afford 148 mg of (S)-1-[3-(2-Chloro-phenyl)-6-(2,4-difluoro-phenoxy)-1H-pyrazolo[3,4-b]pyridin-4-ylamino]-propan-2-ol. Mass spec., M+1=432. Mp=237.9 Reactants: C(#N)C1=CC=C(C=C1)C=1N=C(SC1)NC(/C=C/C(=O)OC)(C)C (Methyl (2E)-4-{[4-(4-cyanophenyl)-1,3-thiazol-2-yl]amino}-4-methylpent-2-enoate), [H][H] (hydrogen). Reagents/catalysts: [Pd] (Pd on carbon). The solvent is C(C)(=O)OCC (ethyl acetate), C(C)(=O)OCC (ethyl acetate). The product is C(#N)C1=CC=C(C=C1)C=1N=C(SC1)NC(CCC(=O)OC)(C)C (methyl 4-{[4-(4-cyanophenyl)-1,3-thiazol-2-yl]amino}-4-methylpentanoate). Yield: 94.6%. RXN SMILES: [C:1]([C:3]1[CH:8]=[CH:7][C:6]([C:9]2[N:10]=[C:11]([NH:14][C:15]([CH3:23])([CH3:22])/[CH:16]=[CH:17]/[C:18]([O:20][CH3:21])=[O:19])[S:12][CH:13]=2)=[CH:5][CH:4]=1)#[N:2].[H][H]>C(OCC)(=O)C.[Pd]>[C:1]([C:3]1[CH:4]=[CH:5][C:6]([C:9]2[N:10]=[C:11]([NH:14][C:15]([CH3:23])([CH3:22])[CH2:16][CH2:17][C:18]([O:20][CH3:21])=[O:19])[S:12][CH:13]=2)=[CH:7][CH:8]=1)#[N:2]. Procedure: Methyl (2E)-4-{[4-(4-cyanophenyl)-1,3-thiazol-2-yl]amino}-4-methylpent-2-enoate (0.85 g, 2.6 mmol), prepared in step 1 of Example 87, was dissolved in ethyl acetate (10 mL) and 10% Pd on carbon (0.25 g, 0.20 mmol) was added. The mixture was shaken in a Parr apparatus under 40 psi of hydrogen for 16 h. The mixture was diluted with ethyl acetate, filtered through the Celite™ reagent and concentrated. Flash chromatography (10% acetone/hexane) afforded methyl 4-{[4-(4-cyanophenyl)-1,3-thiazol-2-yl]a... The reactants are C1(CCCC1)N1[C@@H](C(N(C=2C=NC(=NC12)N1N=C(C=C1)C(=O)O)C)=O)CC ((R)-1-(8-cyclopentyl-7-ethyl-5-methyl-6-oxo-5,6,7,8-tetrahydropteridin-2-yl)-1H-pyrazole-3-carboxylic acid), C(C)(=O)[O-].[NH4+] (ammonium acetate). Product: C1(CCCC1)N1[C@@H](C(N(C=2C=NC(=NC12)N1N=C(C=C1)C(=O)N)C)=O)CC ((R)-1-(8-cyclopentyl-7-ethyl-5-methyl-6-oxo-5,6,7,8-tetrahydropteridin-2-yl)-1H-pyrazole-3-carboxamide). As a reaction SMILES: [CH:1]1([N:6]2[C:15]3[N:14]=[C:13]([N:16]4[CH:20]=[CH:19][C:18]([C:21](O)=[O:22])=[N:17]4)[N:12]=[CH:11][C:10]=3[N:9]([CH3:24])[C:8](=[O:25])[C@H:7]2[CH2:26][CH3:27])[CH2:5][CH2:4][CH2:3][CH2:2]1.C([O-])(=O)C.[NH4+:32]>>[CH:1]1([N:6]2[C:15]3[N:14]=[C:13]([N:16]4[CH:20]=[CH:19][C:18]([C:21]([NH2:32])=[O:22])=[N:17]4)[N:12]=[CH:11][C:10]=3[N:9]([CH3:24])[C:8](=[O:25])[C@H:7]2[CH2:26][CH3:27])[CH2:2][CH2:3][CH2:4][CH2:5]1 |f:1.2|. Procedure details: The title compound was prepared similarly to the methods described in Example 39, with (R)-1-(8-cyclopentyl-7-ethyl-5-methyl-6-oxo-5,6,7,8-tetrahydropteridin-2-yl)-1H-pyrazole-3-carboxylic acid (Example 56) used instead of (R)-1-(8-Cyclopentyl-7-ethyl-5-methyl-6-oxo-5,6,7,8-tetrahydropteridin-2-yl)-1H-pyrazole-4-carboxylic acid (Example 44) and ammonium acetate instead of dimethylamine hydrochloride. LCMS: 370.1 m/z (M+H)+; ret. Time: 3.39 min (Analytical Method A). Starting materials: O=C=Nc1cc(Cl)cc(Cl)c1, ClCCl, Cc1cc(NN)nc2ncccc12. Product: Cc1cc(NNC(=O)Nc2cc(Cl)cc(Cl)c2)nc2ncccc12. Reaction SMILES: [Cl:14][c:15]1[cH:16][c:17]([N:22]=[C:23]=[O:24])[cH:18][c:19]([Cl:21])[cH:20]1.[Cl:25][CH2:26][Cl:27].[NH:1]([NH2:2])[c:3]1[n:4][c:5]2[n:6][cH:7][cH:8][cH:9][c:10]2[c:11]([CH3:13])[cH:12]1>>[NH:1]([NH:2][C:23]([NH:22][c:17]1[cH:16][c:15]([Cl:14])[cH:20][c:19]([Cl:21])[cH:18]1)=[O:24])[c:3]1[n:4][c:5]2[n:6][cH:7][cH:8][cH:9][c:10]2[c:11]([CH3:13])[cH:12]1. Starting materials: [Br-].NC1=[N+](C=CC=C1OC(C)C)CC(=O)OCC (2-amino-3-isopropoxy-1-(ethoxy-carbonylmethyl) pyridiniumbromide), [Na] (sodium), C(C1=CC=CC=C1)Br (benzylbromide). The solvent is C(C)O (ethanol). Conditions: time 1 hour. Yields the product C(C1=CC=CC=C1)C1(C(N=C2N1C=CC=C2OC(C)C)=O)CC2=CC=CC=C2 (3,3-Dibenzyl-8-isopropoxyimidazo[1,2-a]-pyridin-2(3H)-one). Yield: 89.2%. RXN SMILES: [Na].[Br-].[NH2:3][C:4]1[C:9]([O:10][CH:11]([CH3:13])[CH3:12])=[CH:8][CH:7]=[CH:6][N+:5]=1[CH2:14][C:15]([O:17]CC)=O.[CH2:20](Br)[C:21]1[CH:26]=[CH:25][CH:24]=[CH:23][CH:22]=1>C(O)C>[CH2:20]([C:14]1([CH2:20][C:21]2[CH:26]=[CH:25][CH:24]=[CH:23][CH:22]=2)[N:5]2[CH:6]=[CH:7][CH:8]=[C:9]([O:10][CH:11]([CH3:12])[CH3:13])[C:4]2=[N:3][C:15]1=[O:17])[C:21]1[CH:26]=[CH:25][CH:24]=[CH:23][CH:22]=1 |f:1.2,^1:0|. Reported procedure: Metallic sodium (81 mg) is added to 3.0 ml of absolute ethanol and is stirred for one hour at room temperature. Then, the reaction mixture was added with 586 mg (1.77 mmol) of 2-amino-3-isopropoxy-1-(ethoxy-carbonylmethyl) pyridiniumbromide and stirred at room temperature for one hour. Then, the reaction mixture was added with 605 mg (3.54 mmol) of benzylbromide at 0° C. and stirred at room temperature for 4 hours. Then, the resulting precipitates were filtrated out and dried. The obtained cryst...